Dataset: the Open Reaction Database (ORD), a public repository of structured organic reaction records. Task: describe an organic reaction: reactants, conditions, products, and yield The reactants are CCOC(=O)C(C=C(C)CBr)NC=O, ClCCOP(OCCCl)OCCCl. Product: CCOC(=O)C(C=C(C)CP(=O)(OCCCl)OCCCl)NC=O. Reaction SMILES: [CH2:1]([CH3:2])[O:3][C:4]([CH:5]([CH:6]=[C:7]([CH2:8][Br:9])[CH3:10])[NH:11][CH:12]=[O:13])=[O:14].[Cl:15][CH2:16][CH2:17][O:18][P:19]([O:20][CH2:21][CH2:22][Cl:23])[O:24][CH2:25][CH2:26][Cl:27]>>[CH2:1]([CH3:2])[O:3][C:4]([CH:5]([CH:6]=[C:7]([CH2:8][P:19]([O:18][CH2:17][CH2:16][Cl:15])([O:20][CH2:21][CH2:22][Cl:23])=[O:24])[CH3:10])[NH:11][CH:12]=[O:13])=[O:14]. Starting materials: C([O-])([O-])=O.[K+].[K+] (Potassium carbonate), CN(C)C=O (DMF), Br.OC1=C(C=C(C=C1)C=1N=C2SC=CN2C1)OC (6-(4-hydroxy-3-methoxyphenyl)imidazo[2,1-b]thiazole hydrobromide), ClC1=CC=C(CBr)C=C1 (p-chlorobenzyl bromide). Solvent: O (water), CO (methanol). Reaction conditions: time 2 hour. The product is ClC1=CC=C(COC2=C(C=C(C=C2)C=2N=C3SC=CN3C2)OC)C=C1 (6-[4-(4-chlorobenzyloxy)-3-methoxyphenyl]imidazo[2,1-b]thiazole). Yield: 75.0%. RXN SMILES: C(=O)([O-])[O-].[K+].[K+].CN(C=O)C.Br.[OH:13][C:14]1[CH:19]=[CH:18][C:17]([C:20]2[N:21]=[C:22]3[N:26]([CH:27]=2)[CH:25]=[CH:24][S:23]3)=[CH:16][C:15]=1[O:28][CH3:29].[Cl:30][C:31]1[CH:38]=[CH:37][C:34]([CH2:35]Br)=[CH:33][CH:32]=1>O.CO>[Cl:30][C:31]1[CH:38]=[CH:37][C:34]([CH2:35][O:13][C:14]2[CH:19]=[CH:18][C:17]([C:20]3[N:21]=[C:22]4[N:26]([CH:27]=3)[CH:25]=[CH:24][S:23]4)=[CH:16][C:15]=2[O:28][CH3:29])=[CH:33][CH:32]=1 |f:0.1.2,4.5|. Procedure details: Potassium carbonate (106 g) was added to 490 ml of an anhydrous DMF suspension of 120 g of the compound obtained in Step 1. After stirring for 2 hours, to the mixture was added 82.9 g of p-chlorobenzyl bromide at 0° C., and stirred for 3 hours at 0° C. and for 42 hours at room temperature. The reaction mixture was mixed with 500 ml of methanol and 450 ml of water, and stirred at 70° C. for 30 minutes. After cooling the mixture to room temperature, the precipitated crystals were suction filtered,... Starting materials: C(CC(O)(C(=O)O)CC(=O)O)(=O)O (citric acid), C(C1=CC=CC=C1)(=O)NC1=C(C(=O)OC(C)(C)C)C=CC(=C1)Br (tert-butyl 2-(benzamido)-4-bromobenzoate), COC=1C=C(C=CC1)O (3-methoxyphenol), P(=O)([O-])([O-])[O-].[K+].[K+].[K+] (tripotassium phosphate). Reagents/catalysts: C(C)(=O)[O-].[Pd+2].C(C)(=O)[O-] (palladium acetate), C(C)(C)(C)P(C1=C(C=CC=C1)C1=C(C=C(C=C1C(C)C)C(C)C)C(C)C)C(C)(C)C (2-(di-tert-butylphosphino)-2′,4′,6′-triisopropylbiphenyl). Solvent: C(C)(=O)OCC (ethyl acetate), C1(=CC=CC=C1)C (toluene). Yields the product C(C1=CC=CC=C1)(=O)NC1=C(C(=O)OC(C)(C)C)C=CC(=C1)OC1=CC(=CC=C1)OC (tert-butyl 2-(benzamido)-4-(3-methoxyphenoxy)benzoate). RXN SMILES: [C:1]([NH:9][C:10]1[CH:22]=[C:21](Br)[CH:20]=[CH:19][C:11]=1[C:12]([O:14][C:15]([CH3:18])([CH3:17])[CH3:16])=[O:13])(=[O:8])[C:2]1[CH:7]=[CH:6][CH:5]=[CH:4][CH:3]=1.[CH3:24][O:25][C:26]1[CH:27]=[C:28]([OH:32])[CH:29]=[CH:30][CH:31]=1.P([O-])([O-])([O-])=O.[K+].[K+].[K+].C(O)(=O)CC(CC(O)=O)(C(O)=O)O>C([O-])(=O)C.[Pd+2].C([O-])(=O)C.C(P(C(C)(C)C)C1C=CC=CC=1C1C(C(C)C)=CC(C(C)C)=CC=1C(C)C)(C)(C)C.C(OCC)(=O)C.C1(C)C=CC=CC=1>[C:1]([NH:9][C:10]1[CH:22]=[C:21]([O:32][C:28]2[CH:29]=[CH:30][CH:31]=[C:26]([O:25][CH3:24])[CH:27]=2)[CH:20]=[CH:19][C:11]=1[C:12]([O:14][C:15]([CH3:18])([CH3:17])[CH3:16])=[O:13])(=[O:8])[C:2]1[CH:7]=[CH:6][CH:5]=[CH:4][CH:3]=1 |f:2.3.4.5,7.8.9|. Procedure: 6.0 mg of palladium acetate was added to 5 mL of toluene suspension containing 0.50 g tert-butyl 2-(benzamido)-4-bromobenzoate, 0.18 mL of 3-methoxyphenol, 17 mg of 2-(di-tert-butylphosphino)-2′,4′,6′-triisopropylbiphenyl and 0.57 g of tripotassium phosphate at room temperature, and the resulting mixture was heated to reflux under nitrogen atmosphere for 5 hours. After the reaction mixture was cooled no room temperature, ethyl acetate and 10% citric acid aqueous solution were added and insoluble... The product is C(C1=CC=CC=C1)N1C(CCCC1)CC1=CC=C(C=C1)Br (N-Benzyl-2-(4-bromobenzyl)-piperidine). Procedure details: To a 100 mL round-bottomed flask equipped with N2 inlet were added 250 mg (0.984 mmol) 2-(4-bromobenzyl)-piperidine (prepared as described in Tetrahedron Letters, 7, 631 (1977)), 110 uL (1.08 mmol) benzaldehyde, 7 mL methanol, 74 mg (1.18 mmol) sodium cyanoborohydride, and a few drops of acetic acid. The reaction was stirred at room temperature, followed by additional benzaldehyde, sodium cyanoborohydride, and acetic acid, for a total of 16 hours then poured into dilute aqueous sodium bicarbonat... The yield is 51.7%. The reactants are BrC1=CC=C(CC2NCCCC2)C=C1 (2-(4-bromobenzyl)-piperidine), C(C1=CC=CC=C1)=O (benzaldehyde), C(#N)[BH3-].[Na+] (sodium cyanoborohydride), C(C1=CC=CC=C1)=O (benzaldehyde), C(#N)[BH3-].[Na+] (sodium cyanoborohydride), C([O-])(O)=O.[Na+] (sodium bicarbonate). The solvent is CO (methanol), C(C)(=O)O (acetic acid). The reagents and catalysts are C(C)(=O)O (acetic acid). Reaction SMILES: [Br:1][C:2]1[CH:14]=[CH:13][C:5]([CH2:6][CH:7]2[CH2:12][CH2:11][CH2:10][CH2:9][NH:8]2)=[CH:4][CH:3]=1.[CH:15](=O)[C:16]1[CH:21]=[CH:20][CH:19]=[CH:18][CH:17]=1.C([BH3-])#N.[Na+].C(=O)(O)[O-].[Na+]>C(O)(=O)C.CO>[CH2:15]([N:8]1[CH2:9][CH2:10][CH2:11][CH2:12][CH:7]1[CH2:6][C:5]1[CH:13]=[CH:14][C:2]([Br:1])=[CH:3][CH:4]=1)[C:16]1[CH:21]=[CH:20][CH:19]=[CH:18][CH:17]=1 |f:2.3,4.5|. The reactants are CN(C)C (trimethylamine), S(=O)(=O)([O-])C1=CC=C(C)C=C1 (tosylate), C1(=CC=CC=C1)C (toluene). Reaction conditions: time 3 day. The product is S(=O)(=O)([O-])C1=CC=C(C)C=C1.OCCC[N+](C)(C)C (3-hydroxypropyltrimethylammonium tosylate). The yield is 92.0%. As a reaction SMILES: [CH3:1][N:2]([CH3:4])[CH3:3].[S:5]([C:9]1[CH:15]=[CH:14][C:12]([CH3:13])=[CH:11][CH:10]=1)([O-:8])(=[O:7])=[O:6].[C:16]1([CH3:22])C=CC=C[CH:17]=1>>[S:5]([C:9]1[CH:15]=[CH:14][C:12]([CH3:13])=[CH:11][CH:10]=1)([O-:8])(=[O:7])=[O:6].[OH:6][CH2:17][CH2:16][CH2:22][N+:2]([CH3:4])([CH3:3])[CH3:1] |f:3.4|. Reported procedure: 7 ml of 18% trimethylamine in toluene was added to 2.0 g (9.2 mmole) of the above tosylate, and the mixture was allowed to stand at room temperature for 3 days. The crystals separated out were collected by filtration, washed with toluene and dried under reduced pressure to give 3-hydroxypropyltrimethylammonium tosylate as colorless needles. Melting point: 80° C. Yield: 2.3 g (yield: 92%).